Dataset: the Open Reaction Database (ORD), a public repository of structured organic reaction records. Task: describe an organic reaction: reactants, conditions, products, and yield The reactants are O1CCOC2=C1C=CC(=C2)CN(C(OC(C)(C)C)=O)C2CCN(CC2)CCN2C(C=C(C1=CC=C(C=C21)N(C)C)C)=O (tert-butyl (2,3-dihydro-1,4-benzodioxin-6-ylmethyl)(1-(2-(7-dimethylamino-4-methyl-2-oxoquinolin-1(2H)-yl)ethyl)piperidin-4-yl)carbamate), Cl.O1CCOCC1 (hydrogen chloride 1,4-dioxane). Solvent: O1CCOCC1 (1,4-dioxane). Run at time 8 hour. Yields the product Cl.O1CCOC2=C1C=CC(=C2)CNC2CCN(CC2)CCN2C(C=C(C1=CC=C(C=C21)N(C)C)C)=O (1-(2-(4-((2,3-dihydro-1,4-benzodioxin-6-ylmethyl)amino)piperidin-1-yl)ethyl)-7-dimethylamino-4-methylquinolin-2(1H)-one hydrochloride). RXN SMILES: [O:1]1[C:6]2[CH:7]=[CH:8][C:9]([CH2:11][N:12]([CH:20]3[CH2:25][CH2:24][N:23]([CH2:26][CH2:27][N:28]4[C:37]5[C:32](=[CH:33][CH:34]=[C:35]([N:38]([CH3:40])[CH3:39])[CH:36]=5)[C:31]([CH3:41])=[CH:30][C:29]4=[O:42])[CH2:22][CH2:21]3)C(=O)OC(C)(C)C)=[CH:10][C:5]=2[O:4][CH2:3][CH2:2]1.[ClH:43].O1CCOCC1>O1CCOCC1>[ClH:43].[O:1]1[C:6]2[CH:7]=[CH:8][C:9]([CH2:11][NH:12][CH:20]3[CH2:25][CH2:24][N:23]([CH2:26][CH2:27][N:28]4[C:37]5[C:32](=[CH:33][CH:34]=[C:35]([N:38]([CH3:39])[CH3:40])[CH:36]=5)[C:31]([CH3:41])=[CH:30][C:29]4=[O:42])[CH2:22][CH2:21]3)=[CH:10][C:5]=2[O:4][CH2:3][CH2:2]1 |f:1.2,4.5|. Procedure details: To 0.12 g of tert-butyl (2,3-dihydro-1,4-benzodioxin-6-ylmethyl)(1-(2-(7-dimethylamino-4-methyl-2-oxoquinolin-1(2H)-yl)ethyl)piperidin-4-yl)carbamate, 3 mL of 1,4-dioxane and 1 mL of 4.0 mol/L hydrogen chloride/1,4-dioxane were added, and stirred at room temperature overnight. The solvent was removed under reduced pressure, the resulting solid was recrystallized in methanol-ethyl acetate to give 44 mg of 1-(2-(4-((2,3-dihydro-1,4-benzodioxin-6-ylmethyl)amino)piperidin-1-yl)ethyl)-7-dimethylamino... Reactants: O=C(O)c1cc([N+](=O)[O-])ccn1, Nc1nnn[nH]1. Yields the product O=C(Nc1nnn[nH]1)c1cc([N+](=O)[O-])ccn1. Reaction SMILES: [N+:1](=[O:2])([O-:3])[c:4]1[cH:5][c:6]([C:10](=[O:11])[OH:12])[n:7][cH:8][cH:9]1.[NH2:13][c:14]1[n:15][n:16][n:17][nH:18]1>>[N+:1](=[O:2])([O-:3])[c:4]1[cH:5][c:6]([C:10](=[O:12])[NH:13][c:14]2[nH:15][n:16][n:17][n:18]2)[n:7][cH:8][cH:9]1. Starting materials: OC(C1=CC=CC=C1)P(OCC)(OCC)=O ((α-Hydroxybenzyl)phosphonic acid, diethyl ester), FC=1C=C(C=O)C=CC1 (3-fluorobenzaldehyde). Yields the product FC=1C=C(C(O)P(OCC)(OCC)=O)C=CC1 ((m-Fluoro-α-hydroxybenzyl)phosphonic acid, diethyl ester). Yield: 79.0%. As a reaction SMILES: [OH:1][CH:2]([P:9](=[O:16])([O:13][CH2:14][CH3:15])[O:10][CH2:11][CH3:12])[C:3]1[CH:8]=[CH:7][CH:6]=[CH:5][CH:4]=1.[F:17]C1C=C(C=CC=1)C=O>>[F:17][C:5]1[CH:4]=[C:3]([CH:8]=[CH:7][CH:6]=1)[CH:2]([P:9](=[O:16])([O:10][CH2:11][CH3:12])[O:13][CH2:14][CH3:15])[OH:1]. Procedure: The procedure described for the preparation of Compound 19 is used except that 3-fluorobenzaldehyde (1.49 g, 0.012M) is used in place of benzaldehyde. The solid obtained is recrystallized from hexane to obtain 2.474 g (0.009 M, 79%) of colorless short needles: mp 81°-82° C. Starting materials: CS(=O)(=O)O (MeSO3H), BrC1=C(C=C(C(=C1)CC1=CC=C(C=C1)OCC)Cl)CCCOCC#CC (1-bromo-2-(3-(but-2-ynyloxy)propyl)-4-chloro-5-(4-ethoxybenzyl)benzene), [Li]CCCC (n-BuLi), C[Si](O[C@H]1C(O[C@@H]([C@H]([C@@H]1O[Si](C)(C)C)O[Si](C)(C)C)CO[Si](C)(C)C)=O)(C)C ((3R,4S,5R,6R)-3,4,5-tris(trimethylsilyloxy)-6-((trimethylsilyloxy)methyl)-tetrahydropyran-2-one). The solvent is CO (methanol), C1CCOC1 (THF), CCCCCC (hexane), C1(=CC=CC=C1)C (toluene), C1(=CC=CC=C1)C (toluene). Reaction conditions: time 40 minute. Product: C(C#CC)OCCCC1=C(C=C(C(=C1)Cl)CC1=CC=C(C=C1)OCC)C1(O[C@@H]([C@H]([C@@H]([C@H]1O)O)O)CO)OC ((3R,4S,5S,6R)-2-(2-(3-(but-2-ynyloxy)propyl)-4-chloro-5-(4-ethoxybenzyl)phenyl)-6-(hydroxymethyl)-2-methoxytetrahydro-2H-pyran-3,4,5-triol). Reaction SMILES: Br[C:2]1[CH:7]=[C:6]([CH2:8][C:9]2[CH:14]=[CH:13][C:12]([O:15][CH2:16][CH3:17])=[CH:11][CH:10]=2)[C:5]([Cl:18])=[CH:4][C:3]=1[CH2:19][CH2:20][CH2:21][O:22][CH2:23][C:24]#[C:25][CH3:26].[Li][CH2:28]CCC.C[Si](C)(C)[O:34][C@@H:35]1[C@@H:40]([O:41][Si](C)(C)C)[C@H:39]([O:46][Si](C)(C)C)[C@@H:38]([CH2:51][O:52][Si](C)(C)C)[O:37][C:36]1=[O:57].CS(O)(=O)=O>C1COCC1.CCCCCC.C1(C)C=CC=CC=1.CO>[CH2:23]([O:22][CH2:21][CH2:20][CH2:19][C:3]1[CH:4]=[C:5]([Cl:18])[C:6]([CH2:8][C:9]2[CH:14]=[CH:13][C:12]([O:15][CH2:16][CH3:17])=[CH:11][CH:10]=2)=[CH:7][C:2]=1[C:36]1([O:57][CH3:28])[C@H:35]([OH:34])[C@@H:40]([OH:41])[C@H:39]([OH:46])[C@@H:38]([CH2:51][OH:52])[O:37]1)[C:24]#[C:25][CH3:26]. Procedure details: To a stirred −78° C. solution of 1-bromo-2-(3-(but-2-ynyloxy)propyl)-4-chloro-5-(4-ethoxybenzyl)benzene (BM) (0.2 g, 0.459 mmol) in 3 mL of 1:2 dry THF:toluene under Ar was added 0.22 mL of 2.5M n-BuLi in hexane (precooled to −78° C.) dropwise to insure the temperature remained below −70° C. After stirring for 40 min, the solution was transferred by cannula to a stirred −78° C. solution of (3R,4S,5R,6R)-3,4,5-tris(trimethylsilyloxy)-6-((trimethylsilyloxy)methyl)-tetrahydropyran-2-one (0.279 g, 0...